From a dataset of the Open Reaction Database (ORD), a public repository of structured organic reaction records. describe an organic reaction: reactants, conditions, products, and yield Starting materials: [OH-].[Na+] (NaOH), ClC=1C=NC=C(C1CC(=O)C1=CC=C(C2=C1C=C(O2)C(=O)OCC)OC)Cl (Ethyl 4-[2-(3,5-dichloro-4-pyridyl)-1-oxoethyl]-7-methoxybenzofuran-2-carboxylate), Cl (HCl). Solvent: CO (methanol). Conditions: time 1 hour. Yields the product ClC=1C=NC=C(C1CC(=O)C1=CC=C(C2=C1C=C(O2)C(=O)O)OC)Cl (4-[2-(3,5-Dichloro-4-pyridyl)-1-oxoethyl]-7-methoxybenzofuran-2-carboxylic Acid). Isolated yield 96.6%. Reaction SMILES: [Cl:1][C:2]1[CH:3]=[N:4][CH:5]=[C:6]([Cl:27])[C:7]=1[CH2:8][C:9]([C:11]1[C:16]2[CH:17]=[C:18]([C:20]([O:22]CC)=[O:21])[O:19][C:15]=2[C:14]([O:25][CH3:26])=[CH:13][CH:12]=1)=[O:10].[OH-].[Na+].Cl>CO>[Cl:27][C:6]1[CH:5]=[N:4][CH:3]=[C:2]([Cl:1])[C:7]=1[CH2:8][C:9]([C:11]1[C:16]2[CH:17]=[C:18]([C:20]([OH:22])=[O:21])[O:19][C:15]=2[C:14]([O:25][CH3:26])=[CH:13][CH:12]=1)=[O:10] |f:1.2|. Procedure details: Ethyl 4-[2-(3,5-dichloro-4-pyridyl)-1-oxoethyl]-7-methoxybenzofuran-2-carboxylate (6.0 g) was dissolved in methanol (60 ml), 5 N aqueous NaOH (15 ml) was added thereto under cooling on ice, and the mixture was returned to room temperature and stirred for 1 hour. Under cooling on ice, the reaction mixture was acidified by dropwise adding 1 N aqueous HCl, and the precipitated crystals were collected by filtration and washed with water to give the desired compound (5.4 g, 96%) as colorless crystals...